This data is from the Open Reaction Database (ORD), a public repository of structured organic reaction records. The task is: describe an organic reaction: reactants, conditions, products, and yield Starting materials: NC1=C(C=CC=C1)CC#N (2-aminophenylacetonitrile), C(C1=CN=CC=C1)(=O)Cl (nicotinoyl chloride), C(C)(C)N(CC)C(C)C (diisopropylethylamine). Solvent: ClCCl (dichloromethane). Conditions: time 8 hour. The product is C(#N)CC1=C(C=CC=C1)NC(C1=CN=CC=C1)=O (N-(2-cyanomethyl-phenyl)-nicotinamide). Reaction SMILES: [NH2:1][C:2]1[CH:7]=[CH:6][CH:5]=[CH:4][C:3]=1[CH2:8][C:9]#[N:10].[C:11](Cl)(=[O:18])[C:12]1[CH:17]=[CH:16][CH:15]=[N:14][CH:13]=1.C(N(C(C)C)CC)(C)C>ClCCl>[C:9]([CH2:8][C:3]1[CH:4]=[CH:5][CH:6]=[CH:7][C:2]=1[NH:1][C:11](=[O:18])[C:12]1[CH:17]=[CH:16][CH:15]=[N:14][CH:13]=1)#[N:10]. Reported procedure: 2-aminophenylacetonitrile (5.0 g, 37.1 mmol) and nicotinoyl chloride (7.5 g, 40.8 mmol) are taken up in dry dichloromethane (200 mL) and diisopropylethylamine (12.1 g, 92.7 mmol) is added while cooling the mixture with a cold water bath. The mixture is stirred overnight, whereupon it is washed twice with saturated aqueous sodium bicarbonate. The combined aqueous layer is back-extracted with ethyl acetate. The combined organic phase is dried over MgSO4 and concentrated in vacuo to give a residue,... Starting materials: [Al+3], [Cl-], [Cl-], [Cl-], Cl, O=C(Cl)CCCc1ccccc1F, S=C=S. The product is O=C1CCCc2c(F)cccc21. As a reaction SMILES: [Al+3:15].[Cl-:14].[Cl-:16].[Cl-:17].[ClH:18].[F:1][c:2]1[c:3]([CH2:8][CH2:9][CH2:10][C:11](=[O:12])[Cl:13])[cH:4][cH:5][cH:6][cH:7]1.[S:19]=[C:20]=[S:21]>>[F:1][c:2]1[c:3]2[c:4]([cH:5][cH:6][cH:7]1)[C:11](=[O:12])[CH2:10][CH2:9][CH2:8]2.